From a dataset of the Open Reaction Database (ORD), a public repository of structured organic reaction records. describe an organic reaction: reactants, conditions, products, and yield The reactants are C1(CCCC1)C=1C2=C(N=CN1)NC=C2I (4-cyclopentyl-5-iodo-7H-pyrrolo[2,3-d]pyrimidine), [H-].[Na+] (sodium hydride), C1(=CC=CC=C1)S(=O)(=O)Cl (benzenesulfonyl chloride). Run in O1CCCC1 (tetrahydrofuran), O1CCCC1 (tetrahydrofuran). Reaction conditions: time 8 hour. Yields the product C1(=CC=CC=C1)S(=O)(=O)N1C=C(C2=C1N=CN=C2C2CCCC2)I (7-benzenesulfonyl-4-cyclopentyl-5-iodo-7H-pyrrolo[2,3-d]pyrimidine). The yield is 51.9%. Reaction SMILES: [CH:1]1([C:6]2[C:7]3[C:14]([I:15])=[CH:13][NH:12][C:8]=3[N:9]=[CH:10][N:11]=2)[CH2:5][CH2:4][CH2:3][CH2:2]1.[H-].[Na+].[C:18]1([S:24](Cl)(=[O:26])=[O:25])[CH:23]=[CH:22][CH:21]=[CH:20][CH:19]=1>O1CCCC1>[C:18]1([S:24]([N:12]2[C:8]3[N:9]=[CH:10][N:11]=[C:6]([CH:1]4[CH2:2][CH2:3][CH2:4][CH2:5]4)[C:7]=3[C:14]([I:15])=[CH:13]2)(=[O:26])=[O:25])[CH:23]=[CH:22][CH:21]=[CH:20][CH:19]=1 |f:1.2|. Procedure details: To 4-cyclopentyl-5-iodo-7H-pyrrolo[2,3-d]pyrimidine (49, 0.161 g, 0.514 mmol) in tetrahydrofuran, sodium hydride (0.0308 g, 0.771 mmol) was added under an atmosphere of nitrogen. Benzenesulfonyl chloride (40, 0.0984 mL, 0.771 mmol) in 1 mL of tetrahydrofuran was added dropwise at room temperature under nitrogen. The reaction was stirred overnight at room temperature. The aqueous layer was separated and washed with ethyl acetate. The organic layers were combined and washed with 1 M aqueous sodium...